From a dataset of the Open Reaction Database (ORD), a public repository of structured organic reaction records. describe an organic reaction: reactants, conditions, products, and yield The reactants are FC1=C(C=C(C=C1)OC)NC(=S)N (1-(2-fluoro-5-methoxyphenyl)thiourea), C[Si](C)(C)OP(=O)=O (polyphosphoric acid trimethylsilyl ester), FC(C(=O)O)(F)F (trifluoroacetic acid), C([O-])(O)=O.[Na+] (sodium bicarbonate). Run at temperature 95 celsius, time 18 hour. Yields the product FC1=CC=C(C2=C1N=C(S2)C(F)(F)F)O (4-fluoro-2-(trifluoromethyl)-1,3-benzothiazol-7-ol). As a reaction SMILES: [F:1][C:2]1[CH:7]=[CH:6][C:5]([O:8]C)=[CH:4][C:3]=1[NH:10][C:11](N)=[S:12].C[Si](OP(=O)=O)(C)C.C(=O)(O)[O-].[Na+].[F:27][C:28]([F:33])([F:32])C(O)=O>>[F:1][C:2]1[C:3]2[N:10]=[C:11]([C:28]([F:33])([F:32])[F:27])[S:12][C:4]=2[C:5]([OH:8])=[CH:6][CH:7]=1 |f:2.3|. Procedure: A mixture containing crude 3-amino-4-fluoro-2-sulfanylphenol (C15) (Step 1) and polyphosphoric acid trimethylsilyl ester (10 mL) in trifluoroacetic acid (20 mL) was stirred at 95° C. for 18 hours. After cooling to room temperature the reaction was treated with saturated aqueous sodium bicarbonate solution and extracted with dichloromethane (3×10 mL). The combined organic layers were dried over magnesium sulfate and concentrated in vacuo. Purification via silica gel chromatography (Gradient: 0% t... Starting materials: Cl.N=C1SCCN1CC(C1=CC=CC=C1)Cl (2-Imino-3-(2'-chloro-2'-phenylethyl)thiazolidine hydrochloride). Run in C([O-])([O-])=O.[Na+].[Na+] (sodium carbonate). Product: C1(=CC=CC=C1)C1N=C2SCCN2C1 (6-Phenyl-2,3,5,6-tetrahydroimidazo(2,1-b)thiazole). Reaction SMILES: Cl.[NH:2]=[C:3]1[N:7]([CH2:8][CH:9](Cl)[C:10]2[CH:15]=[CH:14][CH:13]=[CH:12][CH:11]=2)[CH2:6][CH2:5][S:4]1>C(=O)([O-])[O-].[Na+].[Na+]>[C:10]1([CH:9]2[CH2:8][N:7]3[C:3]([S:4][CH2:5][CH2:6]3)=[N:2]2)[CH:15]=[CH:14][CH:13]=[CH:12][CH:11]=1 |f:0.1,2.3.4|. Reported procedure: Method A ##STR90## 2-Imino-3-(2'-chloro-2'-phenylethyl)thiazolidine hydrochloride (27.7 g) was heated for 1 hour on a steam-bath with 200 ml of 2N sodium carbonate solution. During this time an oil formed. On cooling this solidified. It was separated and recrystallised from 20% aq. ethanol to yield the desired compound. The hydrochloride was obtained by dissolving the base in ethanol and saturating the solution with dry HCl. Reactants: ClC1=C(C=CC(=C1)F)N1NC=2[C@]3(CC[C@@H](C2C1=O)C3(C)C)C ((4R,7S)-2-(2-chloro-4-fluoro-phenyl)-7,8,8-trimethyl-1,2,4,5,6,7-hexahydro-4,7-methano-indazol-3-one), ClC1=C(C=CC(=C1)F)N1NC=2[C@]3(CC[C@@H](C2C1=O)C3(C)C)C ((4R,7S)-2-(2-chloro-4-fluoro-phenyl)-7,8,8-trimethyl-1,2,4,5,6,7-hexahydro-4,7-methano-indazol-3-one), FC1=CC=C(CBr)C=C1 (4-fluorobenzyl bromide). Reagents/catalysts: [I-].C(CCC)[N+](CCCC)(CCCC)CCCC (tetrabutylammonium iodide). Solvent: CN(C=O)C (dimethylformamide). Run at temperature 80 celsius. Product: ClC1=C(C=CC(=C1)F)N1N(C=2[C@]3(CC[C@@H](C2C1=O)C3(C)C)C)CC3=CC=C(C=C3)F ((4R,7S)-2-(2-chloro-4-fluoro-phenyl)-1-(4-fluoro-benzyl)-7,8,8-trimethyl-1,2,4,5,6,7-hexahydro-4,7-methano-indazol-3-one). The yield is 51.1%. Reaction SMILES: [Cl:1][C:2]1[CH:7]=[C:6]([F:8])[CH:5]=[CH:4][C:3]=1[N:9]1[C:17](=[O:18])[C:16]2[C@H:15]3[C:19]([CH3:21])([CH3:20])[C@:12]([CH3:22])([CH2:13][CH2:14]3)[C:11]=2[NH:10]1.[F:23][C:24]1[CH:31]=[CH:30][C:27]([CH2:28]Br)=[CH:26][CH:25]=1>[I-].C([N+](CCCC)(CCCC)CCCC)CCC.CN(C)C=O>[Cl:1][C:2]1[CH:7]=[C:6]([F:8])[CH:5]=[CH:4][C:3]=1[N:9]1[C:17](=[O:18])[C:16]2[C@H:15]3[C:19]([CH3:21])([CH3:20])[C@:12]([CH3:22])([CH2:13][CH2:14]3)[C:11]=2[N:10]1[CH2:28][C:27]1[CH:30]=[CH:31][C:24]([F:23])=[CH:25][CH:26]=1 |f:2.3|. Procedure: A mixture of (4R,7S)-2-(2-chloro-4-fluoro-phenyl)-7,8,8-trimethyl-1,2,4,5,6,7-hexahydro-4,7-methano-indazol-3-one (Intermediate 43; 150 mg, 0.47 mmol), tetrabutylammonium iodide (174 mg, 0.47 mmol) and 4-fluorobenzyl bromide (230 μL, 1.85 mmol) in dimethylformamide (3 mL) was heated at 80° C. overnight. The solvent was evaporated and dichloromethane (50 mL) was added. The solution was washed with water (2×20 mL), saturated aqueous sodium thiosulfate (20 mL), and brine (20 mL), dried (magnesium s...